From a dataset of the Open Reaction Database (ORD), a public repository of structured organic reaction records. describe an organic reaction: reactants, conditions, products, and yield Starting materials: C1COCCO1, CC(C)(C)[O-], CO, CC1(C)OB(c2ccc(NC(=O)NC3CC3)cc2)OC1(C)C, CC12COCCN1c1nc(Cl)ncc1N(CC1CCOC1)C2=O, [Na+]. Yields the product CC12COCCN1c1nc(-c3ccc(NC(=O)NC4CC4)cc3)ncc1N(CC1CCOC1)C2=O. RXN SMILES: [CH2:52]1[O:53][CH2:54][CH2:55][O:56][CH2:57]1.[CH3:46][C:47]([O-:48])([CH3:49])[CH3:50].[CH3:58][OH:59].[CH:24]1([NH:27][C:28](=[O:29])[NH:30][c:31]2[cH:32][cH:33][c:34]([B:37]3[O:38][C:39]([CH3:40])([CH3:41])[C:42]([CH3:43])([CH3:44])[O:45]3)[cH:35][cH:36]2)[CH2:25][CH2:26]1.[Cl:1][c:2]1[n:3][c:4]2[c:9]([cH:10][n:11]1)[N:8]([CH2:12][CH:13]1[CH2:14][O:15][CH2:16][CH2:17]1)[C:7](=[O:18])[C:6]1([CH3:23])[N:5]2[CH2:22][CH2:21][O:20][CH2:19]1.[Na+:51]>>[c:2]1(-[c:34]2[cH:33][cH:32][c:31]([NH:30][C:28]([NH:27][CH:24]3[CH2:25][CH2:26]3)=[O:29])[cH:36][cH:35]2)[n:3][c:4]2[c:9]([cH:10][n:11]1)[N:8]([CH2:12][CH:13]1[CH2:14][O:15][CH2:16][CH2:17]1)[C:7](=[O:18])[C:6]1([CH3:23])[N:5]2[CH2:22][CH2:21][O:20][CH2:19]1. Reactants: O=C1CCC(=O)N1Br, N#Cc1ccc(CCCO)cc1, ClCCl, c1ccc(P(c2ccccc2)c2ccccc2)cc1. The product is N#Cc1ccc(CCCBr)cc1. As a reaction SMILES: [Br:32][N:33]1[C:34](=[O:35])[CH2:36][CH2:37][C:38]1=[O:39].[C:1](#[N:2])[c:3]1[cH:4][cH:5][c:6]([CH2:9][CH2:10][CH2:11][OH:12])[cH:7][cH:8]1.[CH2:40]([Cl:41])[Cl:42].[c:13]1([P:14]([c:15]2[cH:16][cH:17][cH:18][cH:19][cH:20]2)[c:21]2[cH:22][cH:23][cH:24][cH:25][cH:26]2)[cH:27][cH:28][cH:29][cH:30][cH:31]1>>[C:1](#[N:2])[c:3]1[cH:4][cH:5][c:6]([CH2:9][CH2:10][CH2:11][Br:32])[cH:7][cH:8]1. Starting materials: O[C@H](C(=O)O)[C@@H](C(=O)O)O.N1=C(C=CC=C1)[C@@H]1NCCC2=CC=CC=C12 ((R)-1-pyridin-2-yl-1,2,3,4-tetrahydro-isoquinoline (2S,3S)-2,3-dihydroxy-succinate), N (ammonia). Solvent: O (water). The product is N1=C(C=CC=C1)[C@@H]1NCCC2=CC=CC=C12 ((R)-1-pyridin-2-yl-1,2,3,4-tetrahydro-isoquinoline). Isolated yield 97.5%. Reaction SMILES: O[C@@H]([C@H](O)C(O)=O)C(O)=O.[N:11]1[CH:16]=[CH:15][CH:14]=[CH:13][C:12]=1[C@H:17]1[C:26]2[C:21](=[CH:22][CH:23]=[CH:24][CH:25]=2)[CH2:20][CH2:19][NH:18]1.N>O>[N:11]1[CH:16]=[CH:15][CH:14]=[CH:13][C:12]=1[C@H:17]1[C:26]2[C:21](=[CH:22][CH:23]=[CH:24][CH:25]=2)[CH2:20][CH2:19][NH:18]1 |f:0.1|. Procedure: A solution of 11.16 g of (R)-1-pyridin-2-yl-1,2,3,4-tetrahydro-isoquinoline (2S,3S)-2,3-dihydroxy-succinate (1:1) was dissolved in 100 ml of water and treated with 10 ml of a 25% aqueous ammonia solution. The mixture was extracted with 2×100 ml of diethyl ether. The combined organic phases were washed with 100 ml of water, dried over sodium sulfate and evaporated to dryness. The residue was distilled in a bulb-tube in order to give 6.35 g of (R)-1-pyridin-2-yl-1,2,3,4-tetrahydro-isoquinoline as ... The reactants are C1CCNC1, CCC(=O)CC. Product: CC=C(CC)N1CCCC1. RXN SMILES: [CH2:1]1[CH2:2][CH2:3][NH:4][CH2:5]1.[CH2:6]([CH3:7])[C:8](=[O:9])[CH2:10][CH3:11]>>[CH2:1]1[CH2:2][CH2:3][N:4]([C:8](=[CH:6][CH3:7])[CH2:10][CH3:11])[CH2:5]1. The reactants are C([O-])([O-])=O.[Cs+].[Cs+] (Cesium carbonate), OC=1C=C(C(=O)NC2=NC=C(N=C2)C)C=C(C1)OC(C)C (3-hydroxy-5-[(1-methylethyl)oxy]-N-(5-methylpyrazin-2-yl)benzamide), N1(CCC1)C(=O)C1=NC=C(C=C1)Br (2-(azetidin-1-ylcarbonyl)-5-bromopyridine), bromotris(triphenylphosphine)copper. Solvent: CC(=O)N(C)C (DMA). Run at temperature 160 celsius. The product is N1(CCC1)C(=O)C1=CC=C(C=N1)OC=1C=C(C(=O)NC2=NC=C(N=C2)C)C=C(C1)OC(C)C (3-{[6-(Azetidin-1-ylcarbonyl)pyridin-3-yl]oxy}-5-[(1-methylethyl)oxy]-N-(5-methylpyrazin-2-yl)benzamide). Isolated yield 32.2%. Reaction SMILES: C(=O)([O-])[O-].[Cs+].[Cs+].[OH:7][C:8]1[CH:9]=[C:10]([CH:21]=[C:22]([O:24][CH:25]([CH3:27])[CH3:26])[CH:23]=1)[C:11]([NH:13][C:14]1[CH:19]=[N:18][C:17]([CH3:20])=[CH:16][N:15]=1)=[O:12].[N:28]1([C:32]([C:34]2[CH:39]=[CH:38][C:37](Br)=[CH:36][N:35]=2)=[O:33])[CH2:31][CH2:30][CH2:29]1>CC(N(C)C)=O>[N:28]1([C:32]([C:34]2[N:35]=[CH:36][C:37]([O:7][C:8]3[CH:9]=[C:10]([CH:21]=[C:22]([O:24][CH:25]([CH3:27])[CH3:26])[CH:23]=3)[C:11]([NH:13][C:14]3[CH:19]=[N:18][C:17]([CH3:20])=[CH:16][N:15]=3)=[O:12])=[CH:38][CH:39]=2)=[O:33])[CH2:31][CH2:30][CH2:29]1 |f:0.1.2|. Procedure details: Cesium carbonate (489 mg, 1.5 mmol) was added to a solution of 3-hydroxy-5-[(1-methylethyl)oxy]-N-(5-methylpyrazin-2-yl)benzamide (144 mg, 0.5 mmol) and 2-(azetidin-1-ylcarbonyl)-5-bromopyridine (181 mg, 0.75 mmol) and bromotris(triphenylphosphine)copper (93 mg, 0.1 mmol) in DMA (5 mL) and the stirred mixture heated at 160° C. in a microwave reactor for 4 hours. The mixture was cooled to RT and ambient pressure, partitioned between water (75 mL) and ethyl acetate (50 mL), the organic layer washe... Starting materials: N1CCCC2CCCCC12 (decahydroquinoline), C([O-])([O-])=O.[K+].[K+] (potassium carbonate), C(C=C)Br (allyl bromide). The solvent is CC(=O)C (acetone), CC(=O)C (acetone). Conditions: temperature 5 celsius. Product: C(C=C)N1CCCC2CCCCC12 (N-allyl decahydroquinoline). Yield: 74.6%. RXN SMILES: [NH:1]1[CH:10]2[CH:5]([CH2:6][CH2:7][CH2:8][CH2:9]2)[CH2:4][CH2:3][CH2:2]1.C(=O)([O-])[O-].[K+].[K+].[CH2:17](Br)[CH:18]=[CH2:19]>CC(C)=O>[CH2:19]([N:1]1[CH:10]2[CH:5]([CH2:6][CH2:7][CH2:8][CH2:9]2)[CH2:4][CH2:3][CH2:2]1)[CH:18]=[CH2:17] |f:1.2.3|. Procedure: To a 500 mL 3-necked round-bottomed flask, was added 24.0 g of decahydroquinoline dissolved in 150 mL acetone. To this mixture was added 29.7 g of powdered anhydrous potassium carbonate. The reaction mixture was cooled to 5° C. with an ice bath. While stirring, 20.8 g of allyl bromide in 50 mL acetone was added slowly to the reaction mixture. After addition was complete, the reaction mixture was allowed to stir at room temperature for 24 hours. The reaction mixture was filtered, and the solvent ... The reactants are C(=O)(O)CC(CCCCC1C(CCC1)=O)(C)C (2-(6-carboxy-5,5-dimethylhexyl)cyclopentan-1-one), C(C)O (ethanol). Product: C(=O)(OCC)CC(CCCCC1C(CCC1)=O)(C)C (2-(6-carbethoxy-5,5-dimethylhexyl)cyclopentan-1-one). Reaction SMILES: [C:1]([CH2:4][C:5]([CH3:17])([CH3:16])[CH2:6][CH2:7][CH2:8][CH2:9][CH:10]1[CH2:14][CH2:13][CH2:12][C:11]1=[O:15])([OH:3])=[O:2].[CH2:18](O)[CH3:19]>>[C:1]([CH2:4][C:5]([CH3:17])([CH3:16])[CH2:6][CH2:7][CH2:8][CH2:9][CH:10]1[CH2:14][CH2:13][CH2:12][C:11]1=[O:15])([O:3][CH2:18][CH3:19])=[O:2]. Procedure details: Esterification of 2-(6-carboxy-5,5-dimethylhexyl)cyclopentan-1-one with ethanol by the procedure described in Example 3 is productive of the subject compound. The reactants are C(C1=CC=CC=C1)OC=1C(=NC=CC1)NC=1SC=C(N1)CCC(=O)O (3-(2-(3-(Benzyloxy)pyridin-2-ylamino)thiazol-4-yl)propanoic acid), CN1CCOCC1 (4-methylmorpholine), Cl.C(C)N=C=NCCCN(C)C (N1-((ethylimino)methylene)-N3,N3-dimethylpropane-1,3-diamine hydrochloride), N1(CCCC1)CCN (2-(pyrrolidin-1-yl)ethanamine), O.N1(N=NC2=C1C=CC=C2)O (1H-benzo[d][1,2,3]triazol-1-ol hydrate). Conditions: temperature 0 celsius. The product is C(C1=CC=CC=C1)OC=1C(=NC=CC1)NC=1SC=C(N1)CCC(=O)NCCN1CCCC1 (3-(2-(3-(Benzyloxy)pyridin-2-ylamino)thiazol-4-yl)-N-(2-(pyrrolidin-1-yl)ethyl)propanamide). Reaction SMILES: [CH2:1]([O:8][C:9]1[C:10]([NH:15][C:16]2[S:17][CH:18]=[C:19]([CH2:21][CH2:22][C:23]([OH:25])=O)[N:20]=2)=[N:11][CH:12]=[CH:13][CH:14]=1)[C:2]1[CH:7]=[CH:6][CH:5]=[CH:4][CH:3]=1.[N:26]1([CH2:31][CH2:32][NH2:33])[CH2:30][CH2:29][CH2:28][CH2:27]1.O.N1(O)C2C=CC=CC=2N=N1.CN1CCOCC1.Cl.C(N=C=NCCCN(C)C)C>>[CH2:1]([O:8][C:9]1[C:10]([NH:15][C:16]2[S:17][CH:18]=[C:19]([CH2:21][CH2:22][C:23]([NH:33][CH2:32][CH2:31][N:26]3[CH2:30][CH2:29][CH2:28][CH2:27]3)=[O:25])[N:20]=2)=[N:11][CH:12]=[CH:13][CH:14]=1)[C:2]1[CH:3]=[CH:4][CH:5]=[CH:6][CH:7]=1 |f:2.3,5.6|. Reported procedure: 3-(2-(3-(Benzyloxy)pyridin-2-ylamino)thiazol-4-yl)propanoic acid (40 mg, 0.113 mmol), 2-(pyrrolidin-1-yl)ethanamine (0.0171 mL, 0.135 mmol), 1H-benzo[d][1,2,3]triazol-1-ol hydrate (22.4 mg, 0.146 mmol) and 4-methylmorpholine (0.0173 ml, 0.158 mmol) were placed in an 8.5 mL screw-cap vial. The reaction mixture was cooled to 0° C. in an ice bath, and N1-((ethylimino)methylene)-N3,N3-dimethylpropane-1,3-diamine hydrochloride (33.0 mg, 0.172 mmol) was added as a solid. The mixture was stirred at 0° ...